From a dataset of the Open Reaction Database (ORD), a public repository of structured organic reaction records. describe an organic reaction: reactants, conditions, products, and yield Starting materials: N1CCC(CC1)OC1=CC(=C(C(=O)N2CCC(CC2)N2C(CCC3=CC=CC=C23)=O)C=C1)OC (1-(1-(4-(4-piperidinyloxy)-2-methoxybenzoyl)piperidin-4-yl)-3,4-dihydro-2(1H)-quinolinone), C(C)(=O)OC(C)=O (acetic anhydride), CCN(C(C)C)C(C)C (DIEA). The solvent is C(Cl)Cl (methylene chloride). Run at time 2 hour. The product is C(C)(=O)N1CCC(CC1)OC1=CC(=C(C(=O)N2CCC(CC2)N2C(CCC3=CC=CC=C23)=O)C=C1)OC (1-(1-(4-(N-Acetyl-4-piperidinyloxy)-2-methoxybenzoyl)piperidin-4-yl)-3,4-dihydro-2(1H)-quinolinone). As a reaction SMILES: [NH:1]1[CH2:6][CH2:5][CH:4]([O:7][C:8]2[CH:32]=[CH:31][C:11]([C:12]([N:14]3[CH2:19][CH2:18][CH:17]([N:20]4[C:29]5[C:24](=[CH:25][CH:26]=[CH:27][CH:28]=5)[CH2:23][CH2:22][C:21]4=[O:30])[CH2:16][CH2:15]3)=[O:13])=[C:10]([O:33][CH3:34])[CH:9]=2)[CH2:3][CH2:2]1.[C:35](OC(=O)C)(=[O:37])[CH3:36].CCN(C(C)C)C(C)C>C(Cl)Cl>[C:35]([N:1]1[CH2:6][CH2:5][CH:4]([O:7][C:8]2[CH:32]=[CH:31][C:11]([C:12]([N:14]3[CH2:15][CH2:16][CH:17]([N:20]4[C:29]5[C:24](=[CH:25][CH:26]=[CH:27][CH:28]=5)[CH2:23][CH2:22][C:21]4=[O:30])[CH2:18][CH2:19]3)=[O:13])=[C:10]([O:33][CH3:34])[CH:9]=2)[CH2:3][CH2:2]1)(=[O:37])[CH3:36]. Reported procedure: To a solution of 1-(1-(4-(4-piperidinyloxy)-2-methoxybenzoyl)piperidin-4-yl)-3,4-dihydro-2(1H)-quinolinone (150 mg, 0.27 mmol) from Example 190 in methylene chloride (10 mL) was added acetic anhydride (0.050 mL, 0.54 mmol) and DIEA (0.050 mL, 0.27 mmol) and the reaction was stirred at ambient temperature for 2 hours. The solvent was removed under reduced pressure and the residue was partitioned between ethyl acetate and saturated aqueous sodium bicarbonate. The organic layer was washed with wate...